Dataset: the Open Reaction Database (ORD), a public repository of structured organic reaction records. Task: describe an organic reaction: reactants, conditions, products, and yield Reactants: COC=1C=CC2=C(C(=C3N2CC2=CC=CC=C32)C=C[N+](=O)[O-])N1 (2-Methoxy-11-[2-nitroethenyl]-6H-pyrido[2′,3′:4,5]pyrrolo[2,1-a]isoindole), [BH4-].[Na+] (sodium borohydride), C(C)(=O)O (acetic acid), C(Cl)(Cl)Cl (chloroform), 230-400. Solvent: C(C)(C)O (isopropanol). Conditions: time 30 minute. Product: COC=1C=CC2=C(C(=C3N2CC2=CC=CC=C32)CC[N+](=O)[O-])N1 (2-Methoxy-11-(2-nitroethyl)-6H-pyrido[2′,3′:4,5]pyrrolo[2,1-a]isoindole). As a reaction SMILES: [CH3:1][O:2][C:3]1[CH:4]=[CH:5][C:6]2[N:10]3[CH2:11][C:12]4[C:17]([C:9]3=[C:8]([CH:18]=[CH:19][N+:20]([O-:22])=[O:21])[C:7]=2[N:23]=1)=[CH:16][CH:15]=[CH:14][CH:13]=4.C(Cl)(Cl)Cl.[BH4-].[Na+].C(O)(=O)C>C(O)(C)C>[CH3:1][O:2][C:3]1[CH:4]=[CH:5][C:6]2[N:10]3[CH2:11][C:12]4[C:17]([C:9]3=[C:8]([CH2:18][CH2:19][N+:20]([O-:22])=[O:21])[C:7]=2[N:23]=1)=[CH:16][CH:15]=[CH:14][CH:13]=4 |f:2.3|. Procedure: Under argon and in an anhydrous medium, 660 mg (2.15 mmol) of the compound obtained in Step F are suspended in 10 ml of isopropanol and 30 ml of chloroform in the presence of 1.5 g of 230-400 mesh silica; 408 mg (10.75 mmol) of sodium borohydride are added slowly. After 30 minutes' stirring at room temperature, acetic acid is added and the reaction mixture is filtered through a glass frit. After removal of the solvents by evaporation, the residue is diluted in dichloromethane and washed with wat...